From a dataset of the Open Reaction Database (ORD), a public repository of structured organic reaction records. describe an organic reaction: reactants, conditions, products, and yield The reactants are NCCCNC=1C=CC=2N(N=C3C2C1C(C1=C(C=CC(=C13)OCC1=CC=CC=C1)OCC1=CC=CC=C1)=O)CCNCCO (5-[(3-Aminopropyl)amino]-2-[2-[(2-hydroxyethyl)amino]ethyl]-7,10-bis-(phenylmethoxy)anthra[1,9-cd]pyrazol6(2H)-one), Cl (hydrogen chloride). The reagents and catalysts are [OH-].[OH-].[Pd+2] (palladium hydroxide on carbon). Solvent: C(C)(=O)O (acetic acid), CC(C)O (2-propanol). The product is Cl.NCCCNC=1C=CC=2N(N=C3C2C1C(C1=C(C=CC(=C13)O)O)=O)CCNCCO (5-[(3-Aminopropyl)amino]-7,10-dihydroxy-2-[2-[(2-hydroxyethyl)amino]ethyl]anthra[1,9-cd]pyrazol-6(2H)-one, hydrochloride). Yield: 82.0%. As a reaction SMILES: [NH2:1][CH2:2][CH2:3][CH2:4][NH:5][C:6]1[CH:7]=[CH:8][C:9]2[N:10]([CH2:39][CH2:40][NH:41][CH2:42][CH2:43][OH:44])[N:11]=[C:12]3[C:21]4[C:16](=[C:17]([O:30]CC5C=CC=CC=5)[CH:18]=[CH:19][C:20]=4[O:22]CC4C=CC=CC=4)[C:15](=[O:38])[C:14]=1[C:13]=23.[ClH:45]>C(O)(=O)C.CC(O)C.[OH-].[OH-].[Pd+2]>[ClH:45].[NH2:1][CH2:2][CH2:3][CH2:4][NH:5][C:6]1[CH:7]=[CH:8][C:9]2[N:10]([CH2:39][CH2:40][NH:41][CH2:42][CH2:43][OH:44])[N:11]=[C:12]3[C:21]4[C:16](=[C:17]([OH:30])[CH:18]=[CH:19][C:20]=4[OH:22])[C:15](=[O:38])[C:14]=1[C:13]=23 |f:4.5.6,7.8|. Procedure: A mixture of 9.5 g (0.016 mol) of 5-[(3-aminopropyl)amino]-2-[2-(2-hydroxyethyl)amino]ethyl]-7,10-bis(phenylmethoxy)anthra[1,9-cd[pyrazol-6(2H)-one (3) in 300 ml of acetic acid was hydrogenated over 1.7 g of 20% palladium hydroxide on carbon at atmospheric pressure and at room temperature for two hours, filtered through celite, and concentrated under vacuum. The residue was dissolved in boiling methanol. The hot solution was treated with an excess (about 0.05 mol) of hydrogen chloride in 2-propa... Reactants: COC(=O)c1ccc(C=CCc2cncn2C(c2ccccc2)(c2ccccc2)c2ccccc2)cc1-c1ccc(F)cc1, CC(=O)O, CO, Cl. Yields the product COC(=O)c1ccc(C=CCc2cnc[nH]2)cc1-c1ccc(F)cc1. RXN SMILES: [C:1]([c:2]1[cH:3][cH:4][cH:5][cH:6][cH:7]1)([c:8]1[cH:9][cH:10][cH:11][cH:12][cH:13]1)([c:14]1[cH:15][cH:16][cH:17][cH:18][cH:19]1)[n:20]1[cH:21][n:22][cH:23][c:24]1[CH2:25][CH:26]=[CH:27][c:28]1[cH:29][c:30](-[c:38]2[cH:39][cH:40][c:41]([F:44])[cH:42][cH:43]2)[c:31]([C:32](=[O:33])[O:34][CH3:35])[cH:36][cH:37]1.[CH3:46][C:47](=[O:48])[OH:49].[CH3:50][OH:51].[ClH:45]>>[nH:20]1[cH:21][n:22][cH:23][c:24]1[CH2:25][CH:26]=[CH:27][c:28]1[cH:29][c:30](-[c:38]2[cH:39][cH:40][c:41]([F:44])[cH:42][cH:43]2)[c:31]([C:32](=[O:33])[O:34][CH3:35])[cH:36][cH:37]1.